This data is from the Open Reaction Database (ORD), a public repository of structured organic reaction records. The task is: describe an organic reaction: reactants, conditions, products, and yield Reactants: O (water), O1C(CCCC1)ON=C(C(=O)NC1[C@@H]2N(C(=C(CS2)CCl)C(=O)OC(C2=CC=CC=C2)C2=CC=CC=C2)C1=O)C=1N=C(SC1)NC(C1=CC=CC=C1)(C1=CC=CC=C1)C1=CC=CC=C1 (benzhydryl 7-[2-(2-tetrahydropyranyl)oxyimino-2-(2-tritylaminothiazol-4-yl)acetamido]-3-chloromethyl-3-cephem-4-carboxylate), ClC1=CC(=CC=C1)C(=O)OO (m-chloroperbenzoic acid). The solvent is C(C)(=O)OCC (ethyl acetate), C(C)(=O)OCC (ethyl acetate), C(C)(=O)OCC (ethyl acetate). Run at time 2 hour. Yields the product O1C(CCCC1)ON=C(C(=O)NC1[C@@H]2N(C(=C(CS2=O)CCl)C(=O)OC(C2=CC=CC=C2)C2=CC=CC=C2)C1=O)C=1N=C(SC1)NC(C1=CC=CC=C1)(C1=CC=CC=C1)C1=CC=CC=C1 (benzhydryl 7-[2-(2-tetrahydropyranyl)oxyimino-2-(2-tritylaminothiazol-4-yl)acetamido]-3-chloromethyl-3-cephem-4-carboxylate-1-oxide). Yield: 104.3%. As a reaction SMILES: [O:1]1[CH2:6][CH2:5][CH2:4][CH2:3][CH:2]1[O:7][N:8]=[C:9]([C:40]1[N:41]=[C:42]([NH:45][C:46]([C:59]2[CH:64]=[CH:63][CH:62]=[CH:61][CH:60]=2)([C:53]2[CH:58]=[CH:57][CH:56]=[CH:55][CH:54]=2)[C:47]2[CH:52]=[CH:51][CH:50]=[CH:49][CH:48]=2)[S:43][CH:44]=1)[C:10]([NH:12][CH:13]1[C:38](=[O:39])[N:15]2[C:16]([C:22]([O:24][CH:25]([C:32]3[CH:37]=[CH:36][CH:35]=[CH:34][CH:33]=3)[C:26]3[CH:31]=[CH:30][CH:29]=[CH:28][CH:27]=3)=[O:23])=[C:17]([CH2:20][Cl:21])[CH2:18][S:19][C@H:14]12)=[O:11].ClC1C=CC=C(C(OO)=[O:73])C=1.O>C(OCC)(=O)C>[O:1]1[CH2:6][CH2:5][CH2:4][CH2:3][CH:2]1[O:7][N:8]=[C:9]([C:40]1[N:41]=[C:42]([NH:45][C:46]([C:47]2[CH:48]=[CH:49][CH:50]=[CH:51][CH:52]=2)([C:53]2[CH:58]=[CH:57][CH:56]=[CH:55][CH:54]=2)[C:59]2[CH:60]=[CH:61][CH:62]=[CH:63][CH:64]=2)[S:43][CH:44]=1)[C:10]([NH:12][CH:13]1[C:38](=[O:39])[N:15]2[C:16]([C:22]([O:24][CH:25]([C:32]3[CH:37]=[CH:36][CH:35]=[CH:34][CH:33]=3)[C:26]3[CH:27]=[CH:28][CH:29]=[CH:30][CH:31]=3)=[O:23])=[C:17]([CH2:20][Cl:21])[CH2:18][S:19](=[O:73])[C@H:14]12)=[O:11]. Procedure: To a solution of benzhydryl 7-[2-(2-tetrahydropyranyl)oxyimino-2-(2-tritylaminothiazol-4-yl)acetamido]-3-chloromethyl-3-cephem-4-carboxylate (syn isomer) (6.5 g) in ethyl acetate (40 ml) was added dropwise a solution of m-chloroperbenzoic acid (1.54 g) in ethyl acetate (10 ml) at 0° C. The mixture was stirred for two hours under ice-cooling and then poured into a mixture of ethyl acetate (50 ml) and water (100 ml). The organic layer was washed with brine and then dried. The solvent was evaporate... The reactants are ClC=1C=[N+](C=C(C1C[C@H](O)C1=CC(=C(C=C1)OC(F)F)OCC1CC1)Cl)[O-] ((S)-3,5-dichloro-4-(2-(3-(cyclopropylmethoxy)-4-(difluoromethoxy)phenyl)-2-hydroxyethyl)pyridine 1-oxide), N1(C=CC2=CC=CC=C12)CC(=O)O (2-(1H-indol-1-yl)acetic acid), C(CCl)Cl (EDC). The reagents and catalysts are CN(C)C=1C=CN=CC1 (DMAP). The solvent is C(Cl)Cl (DCM). Reaction conditions: time 8 hour. The product is N1(C=CC2=CC=CC=C12)CC(=O)O[C@@H](CC1=C(C=[N+](C=C1Cl)[O-])Cl)C1=CC(=C(C=C1)OC(F)F)OCC1CC1 ((S)-4-(2-(2-(1H-indol-1-yl)acetoxy)-2-(3-(cyclopropylmethoxy)-4-(difluoromethoxy)phenyl)ethyl)-3,5-dichloropyridine 1-oxide). Isolated yield 72.8%. As a reaction SMILES: [Cl:1][C:2]1[CH:3]=[N+:4]([O-:27])[CH:5]=[C:6]([Cl:26])[C:7]=1[CH2:8][C@@H:9]([C:11]1[CH:16]=[CH:15][C:14]([O:17][CH:18]([F:20])[F:19])=[C:13]([O:21][CH2:22][CH:23]2[CH2:25][CH2:24]2)[CH:12]=1)[OH:10].[N:28]1([CH2:37][C:38](O)=[O:39])[C:36]2[C:31](=[CH:32][CH:33]=[CH:34][CH:35]=2)[CH:30]=[CH:29]1.C(Cl)CCl>CN(C1C=CN=CC=1)C.C(Cl)Cl>[N:28]1([CH2:37][C:38]([O:10][C@H:9]([C:11]2[CH:16]=[CH:15][C:14]([O:17][CH:18]([F:20])[F:19])=[C:13]([O:21][CH2:22][CH:23]3[CH2:25][CH2:24]3)[CH:12]=2)[CH2:8][C:7]2[C:6]([Cl:26])=[CH:5][N+:4]([O-:27])=[CH:3][C:2]=2[Cl:1])=[O:39])[C:36]2[C:31](=[CH:32][CH:33]=[CH:34][CH:35]=2)[CH:30]=[CH:29]1. Procedure: A mixture of (S)-3,5-dichloro-4-(2-(3-(cyclopropylmethoxy)-4-(difluoromethoxy)phenyl)-2-hydroxyethyl)pyridine 1-oxide (0.615 g, 1.463 mmol), 2-(1H-indol-1-yl)acetic acid (0.282 g, 1.610 mmol), EDC (0.842 g, 4.39 mmol), and DMAP (0.268 g, 2.195 mmol) in DCM (20 ml) was stirred at room temperature overnight. The reaction was washed with 1N HCl, aqueous NaHCO3 and brine; the organic phase was dried over Na2SO4 and evaporated to dryness. The crude was purified by flash chromatography on silica gel c...